The task is: describe an organic reaction: reactants, conditions, products, and yield. This data is from the Open Reaction Database (ORD), a public repository of structured organic reaction records. Starting materials: O=c1cc(Br)ccn1C1CC1, Cc1cc(C(C)N2CCC(CC(C)(C)O)(c3ccccc3)OC2=O)ccc1B1OC(C)(C)C(C)(C)O1. The product is Cc1cc(C(C)N2CCC(CC(C)(C)O)(c3ccccc3)OC2=O)ccc1-c1ccn(C2CC2)c(=O)c1. As a reaction SMILES: [Br:37][c:38]1[cH:39][c:40](=[O:47])[n:41]([CH:44]2[CH2:45][CH2:46]2)[cH:42][cH:43]1.[OH:1][C:2]([CH2:3][C:4]1([c:29]2[cH:30][cH:31][cH:32][cH:33][cH:34]2)[CH2:5][CH2:6][N:7]([CH:11]([CH3:12])[c:13]2[cH:14][c:15]([CH3:28])[c:16]([B:19]3[O:20][C:21]([CH3:22])([CH3:23])[C:24]([CH3:25])([CH3:26])[O:27]3)[cH:17][cH:18]2)[C:8](=[O:10])[O:9]1)([CH3:35])[CH3:36]>>[OH:1][C:2]([CH2:3][C:4]1([c:29]2[cH:30][cH:31][cH:32][cH:33][cH:34]2)[CH2:5][CH2:6][N:7]([CH:11]([CH3:12])[c:13]2[cH:14][c:15]([CH3:28])[c:16](-[c:38]3[cH:39][c:40](=[O:47])[n:41]([CH:44]4[CH2:45][CH2:46]4)[cH:42][cH:43]3)[cH:17][cH:18]2)[C:8](=[O:10])[O:9]1)([CH3:35])[CH3:36]. The reactants are [H-].[Na+] (sodium hydride), CN1C(=CC2=CC=CC=C12)C=1C=C(C=NC1)NS(=O)(=O)CC (ethanesulfonic acid [5-(1-methyl-1H-indol-2-yl)-pyridin-3-yl]-amide), CI (methyl iodide). Run in CN(C)C=O (DMF). Run at temperature 0 celsius, time 10 minute. The product is CN(S(=O)(=O)CC)C=1C=NC=C(C1)C=1N(C2=CC=CC=C2C1)C (ethanesulfonic acid methyl-[5-(1-methyl-1H-indol-2-yl)-pyridin-3-yl]-amide). As a reaction SMILES: [CH3:1][N:2]1[C:10]2[C:5](=[CH:6][CH:7]=[CH:8][CH:9]=2)[CH:4]=[C:3]1[C:11]1[CH:12]=[C:13]([NH:17][S:18]([CH2:21][CH3:22])(=[O:20])=[O:19])[CH:14]=[N:15][CH:16]=1.[H-].[Na+].[CH3:25]I>CN(C=O)C>[CH3:25][N:17]([C:13]1[CH:14]=[N:15][CH:16]=[C:11]([C:3]2[N:2]([CH3:1])[C:10]3[C:5]([CH:4]=2)=[CH:6][CH:7]=[CH:8][CH:9]=3)[CH:12]=1)[S:18]([CH2:21][CH3:22])(=[O:20])=[O:19] |f:1.2|. Procedure details: A flask is charged with ethanesulfonic acid [5-(1-methyl-1H-indol-2-yl)-pyridin-3-yl]-amide (example 226, 100 mg, 0.317 mmol) and DMF (4 mL). The reaction is cooled to 0° C. and sodium hydride (15.85 mg, 0.396 mmol) is added. The reaction is stirred at 0° C. for 10 min, then methyl iodide (56.3 mg, 0.396 mmol) is added. The reaction is stirred for 1 hour at room temperature. The reaction is quenched with water (0.5 mL) and filtered. The filtrate is purified using Xbridge C18 eluting with a 10 to... Reactants: ClCCCC(=O)Cl (4-chlorobutyryl chloride), Cl.CNOC (N,O-dimethylhydroxylamine hydrochloride). Solvent: C(C)N(CC)CC (triethylamine). Run at time 1.5 hour. Product: ClCCCC(=O)N(C)OC (4-Chloro-N-methoxy-N-methylbutyramide). Isolated yield 89.4%. RXN SMILES: [Cl:1][CH2:2][CH2:3][CH2:4][C:5](Cl)=[O:6].Cl.[CH3:9][NH:10][O:11][CH3:12]>C(N(CC)CC)C>[Cl:1][CH2:2][CH2:3][CH2:4][C:5]([N:10]([O:11][CH3:12])[CH3:9])=[O:6] |f:1.2|. Procedure details: To a solution of 4-chlorobutyryl chloride (10.0 g in 200 mL of dry methylene chloride) was added 10.4 g of N,O-dimethylhydroxylamine hydrochloride. The mixture was stirred under nitrogen and maintained below 25° C. by cooling in an ice bath as necessary while triethylamine (29.1 mL)was added dropwise over about 20 minutes, resulting in precipitation. After 1.5 hours at room temperature, the mixture was concentrated in vacuo. The residue was partitioned between 100 mL of diethyl ether and 100 mL ... The reactants are C(=O)(O)[O-].[Na+] (NaHCO3), CC1=CC=C2C(=CC=NC2=C1)C1=CC=CC=C1 (7-methyl-4-phenylquinoline), C1=CC(=CC(=C1)Cl)C(=O)OO (m-CPBA), CN(C(=O)Cl)C (N,N-Dimethylcarbamoyl chloride), C[Si](C)(C)C#N (trimethylsilyl cyanide). The solvent is C(Cl)(Cl)Cl (chloroform). Conditions: time 2 day. The product is CC1=CC=C2C(=CC(=NC2=C1)C#N)C1=CC=CC=C1 (7-Methyl-4-phenylquinoline-2-carbonitrile). RXN SMILES: [CH3:1][C:2]1[CH:11]=[C:10]2[C:5]([C:6]([C:12]3[CH:17]=[CH:16][CH:15]=[CH:14][CH:13]=3)=[CH:7][CH:8]=[N:9]2)=[CH:4][CH:3]=1.C1C=C(Cl)C=C(C(OO)=O)C=1.[CH3:29][N:30](C)C(Cl)=O.C[Si](C#N)(C)C.C([O-])(O)=O.[Na+]>C(Cl)(Cl)Cl>[CH3:1][C:2]1[CH:11]=[C:10]2[C:5]([C:6]([C:12]3[CH:13]=[CH:14][CH:15]=[CH:16][CH:17]=3)=[CH:7][C:8]([C:29]#[N:30])=[N:9]2)=[CH:4][CH:3]=1 |f:4.5|. Reported procedure: A solution of 7-methyl-4-phenylquinoline (10.0 g, 41.7 mmol) and m-CPBA (13.5 g, 54.8 mmol) in chloroform (230 mL) was stirred at room temperature for 3 h. The reaction was quenched with saturated aqueous NaHCO3 solution and extracted twice with dichloromethane. The combined organic layers were washed with water, brine, and dried over anhydrous MgSO4. The solvent was removed under reduced pressure and the resulting crude product was dissolved in chloroform (220 mL). N,N-Dimethylcarbamoyl chlorid... The reactants are N1CCCC1 (pyrrolidine), C(C)N(CCNC(=O)C1=C(NC(=C1C)C=O)C)CC (5-Formyl-2,4-dimethyl-1H-pyrrole-3-carboxylic acid (2-diethylaminoethyl)-amide), C(C)(=O)OC(C)C (isopropyl acetate), FC=1C=C2CC(NC2=CC1)=O (5-Fluoro-2-oxindole), C(C)(=O)OC (methyl acetate). Solvent: C(C)(=O)OCC (ethyl acetate), esters. Yields the product CCN(CC)CCNC(=O)C1=C(NC(=C1C)/C=C\2/C3=C(C=CC(=C3)F)NC2=O)C (Sunitinib base). As a reaction SMILES: [CH2:1]([N:3]([CH2:18][CH3:19])[CH2:4][CH2:5][NH:6][C:7]([C:9]1[C:13]([CH3:14])=[C:12]([CH:15]=O)[NH:11][C:10]=1[CH3:17])=[O:8])[CH3:2].[F:20][C:21]1[CH:22]=[C:23]2[C:27](=[CH:28][CH:29]=1)[NH:26][C:25](=[O:30])[CH2:24]2.C(OC)(=O)C.C(OC(C)C)(=O)C.N1CCCC1>C(OCC)(=O)C>[CH3:2][CH2:1][N:3]([CH2:4][CH2:5][NH:6][C:7]([C:9]1[C:13]([CH3:14])=[C:12](/[CH:15]=[C:24]2/[C:23]3[CH:22]=[C:21]([F:20])[CH:29]=[CH:28][C:27]=3[NH:26][C:25]/2=[O:30])[NH:11][C:10]=1[CH3:17])=[O:8])[CH2:18][CH3:19]. Procedure: According to the process of the present invention, 5-Formyl-2,4-dimethyl-1H-pyrrole-3-carboxylic acid (2-diethylaminoethyl)-amide (IX) and 5-Fluoro-1,3-dihydro-indol-2-one (X) in esters like ethyl acetate, methyl acetate or isopropyl acetate are reacted in presence of catalytic amount of pyrrolidine as base at reflux temperature for 6-15 hours. The resultant Sunitinib base is again triturated with the same solvent at reflux temperature for 1-2 hours and isolated at a temperature ranging from 20-...